This data is from the Open Reaction Database (ORD), a public repository of structured organic reaction records. The task is: describe an organic reaction: reactants, conditions, products, and yield Reaction SMILES: Cl[C:2]1[N:7]=[CH:6][C:5]([Br:8])=[CH:4][N:3]=1.[NH:9]1[CH:14]=[CH:13][CH:12]=[N:11][C:10]1=[S:15]>CC[O-].[Na+]>[N:9]1[CH:14]=[CH:13][CH:12]=[N:11][C:10]=1[S:15][C:2]1[N:7]=[CH:6][C:5]([Br:8])=[CH:4][N:3]=1 |f:2.3|. Product: N1=C(N=CC=C1)SC1=NC=C(C=N1)Br (2-(Pyrimidin-2-yl)thio-5-bromopyrimidine). The solvent is CC[O-].[Na+] (NaOEt). Isolated yield 35.0%. Procedure details: 2-Chloro-5-bromopyrimidine (10 mmol) was added to a solution of pyrimidine-2-thione (10 mmol) in ethanolic 0.24 M NaOEt (45 ml), the mixture heated under reflux for 2 hours, the solvent distilled off, the residue extracted with chloroform (70 ml), the chloroform solution shaken with 2 M NaOH and with water, the dried (MgSO4) solution evaporated and the residue repeatedly extracted with pet. ether leaving the title compound. Yield 35%, m.p. 178°-180° C. (iPrOH). 1H NMR (CDCl3): δ7.13 (H-5'), 8.60... Reactants: ClC1=NC=C(C=N1)Br (2-Chloro-5-bromopyrimidine), N1C(N=CC=C1)=S (pyrimidine-2-thione). The reactants are C1COCCN1, CN(C)c1ccncc1, C(=NC1CCCCC1)=NC1CCCCC1, CN1CCc2c(c3cc(Cl)ccc3n2CCC(=O)O)C1, ClCCl. Product: CN1CCc2c(c3cc(Cl)ccc3n2CCC(=O)N2CCOCC2)C1. RXN SMILES: [CH2:21]1[CH2:22][O:23][CH2:24][CH2:25][NH:26]1.[CH3:42][N:43]([c:44]1[cH:45][cH:46][n:47][cH:48][cH:49]1)[CH3:50].[CH:27]1([N:28]=[C:29]=[N:30][CH:31]2[CH2:32][CH2:33][CH2:34][CH2:35][CH2:36]2)[CH2:37][CH2:38][CH2:39][CH2:40][CH2:41]1.[Cl:1][c:2]1[cH:3][c:4]2[c:5]3[c:6]([n:7]([CH2:11][CH2:12][C:13](=[O:14])[OH:15])[c:8]2[cH:9][cH:10]1)[CH2:16][CH2:17][N:18]([CH3:20])[CH2:19]3.[Cl:51][CH2:52][Cl:53]>>[Cl:1][c:2]1[cH:3][c:4]2[c:5]3[c:6]([n:7]([CH2:11][CH2:12][C:13](=[O:15])[N:26]4[CH2:21][CH2:22][O:23][CH2:24][CH2:25]4)[c:8]2[cH:9][cH:10]1)[CH2:16][CH2:17][N:18]([CH3:20])[CH2:19]3.